This data is from the Open Reaction Database (ORD), a public repository of structured organic reaction records. The task is: describe an organic reaction: reactants, conditions, products, and yield RXN SMILES: [Cl:1][c:2]1[cH:3][c:4]2[c:5]3[c:10]([nH:11][c:12]2[cH:13][cH:14]1)[C:9](=[O:15])[CH2:8][CH2:7][CH2:6]3.[NH2:16][c:17]1[cH:18][cH:19][cH:20][cH:21][cH:22]1>>[Cl:1][c:2]1[cH:3][c:4]2[c:5]3[c:10]([nH:11][c:12]2[cH:13][cH:14]1)[CH:9]([NH:16][c:17]1[cH:18][cH:19][cH:20][cH:21][cH:22]1)[CH2:8][CH2:7][CH2:6]3. Starting materials: O=C1CCCc2c1[nH]c1ccc(Cl)cc21, Nc1ccccc1. Yields the product Clc1ccc2[nH]c3c(c2c1)CCCC3Nc1ccccc1. Reactants: CCCCc1nc(C)c(CC)c(=O)[nH]1, O=P(Cl)(Cl)Cl. The product is CCCCc1nc(C)c(CC)c(Cl)n1. Reaction SMILES: [CH2:1]([CH2:2][CH2:3][CH3:4])[c:5]1[n:6][c:7]([CH3:14])[c:8]([CH2:12][CH3:13])[c:9](=[O:11])[nH:10]1.[P:15]([Cl:16])([Cl:17])([Cl:18])=[O:19]>>[CH2:1]([CH2:2][CH2:3][CH3:4])[c:5]1[n:6][c:7]([CH3:14])[c:8]([CH2:12][CH3:13])[c:9]([Cl:17])[n:10]1. The reactants are C1(CC(C2=CC=CC=C12)=O)=O (1H-indene-1,3(2H)-dione), P(=O)(OC1=CC=CC=C1)(OC1=CC=CC=C1)[O-] (diphenyl phosphate), C1=C(C=CC=C1O)C (m-cresol), C1=C2C=C3C(=NC2=CC=C1)CC1=CC=CC=C13 (6H-indeno[2,1-b]quinoline), N1=CC=CC2=CC=CC=C12 (quinolin), ketone, crude product. The solvent is C(C)N(CC)CC.CO (triethylamine methanol). Conditions: temperature 140 celsius. Product: C1(=CC=CC=C1)C1=C2C(=NC=3C=CC=CC13)C1=CC=CC=C1C2=O (10-phenyl-11H-indeno[1,2-b]quinolin-11-one). Isolated yield 81.3%. Reaction SMILES: [CH:1]1[CH:10]=[CH:9][CH:8]=[C:7]2[C:2]=1[CH:3]=[C:4]1[C:17]3[C:12](=[CH:13][CH:14]=[CH:15]C=3)CC1=[N:6]2.N1C2C(=CC=CC=2)C=CC=1.[C:28]1(=[O:38])[C:36]2[C:31](=[CH:32][CH:33]=[CH:34][CH:35]=2)[C:30](=O)[CH2:29]1.P([O-])(OC1C=CC=CC=1)(OC1C=CC=CC=1)=O.C1C(O)=CC=CC=1C>C(N(CC)CC)C.CO>[C:4]1([C:3]2[C:2]3[CH:1]=[CH:10][CH:9]=[CH:8][C:7]=3[N:6]=[C:30]3[C:31]4[C:36]([C:28](=[O:38])[C:29]=23)=[CH:35][CH:34]=[CH:33][CH:32]=4)[CH:17]=[CH:12][CH:13]=[CH:14][CH:15]=1 |f:5.6|. Reported procedure: The 6H-indeno[2,1-b]quinoline derivative of the present invention can be synthesized at high percentage yield by performing non-metal catalytic Friedlämder reaction to obtain derivatives containing quinolin and ketone. The starting materials 1H-indene-1,3(2H)-dione (307 mg, 1.00 m), 2-amonobenzophenone (400 mg, 2.00 mmol), diphenyl phosphate (DPP, 751 mg, 3.00 mmol) and just-evaporated m-cresol are mixed in a round bottom flask and heated to 140° C. for two hours under nitrogen atmosphere. After... The reactants are O=C(O)c1ccc(C(F)(F)F)cn1, CC1(C)OC(N)=NC(C)(c2cc(N)ccc2F)C1(F)F. Yields the product CC1(C)OC(N)=NC(C)(c2cc(NC(=O)c3ccc(C(F)(F)F)cn3)ccc2F)C1(F)F. As a reaction SMILES: [F:21][C:22]([c:23]1[cH:24][cH:25][c:26]([C:29](=[O:30])[OH:31])[n:27][cH:28]1)([F:32])[F:33].[NH2:1][c:2]1[cH:3][cH:4][c:5]([F:20])[c:6]([C:8]2([CH3:19])[N:9]=[C:10]([NH2:18])[O:11][C:12]([CH3:16])([CH3:17])[C:13]2([F:14])[F:15])[cH:7]1>>[NH:1]([c:2]1[cH:3][cH:4][c:5]([F:20])[c:6]([C:8]2([CH3:19])[N:9]=[C:10]([NH2:18])[O:11][C:12]([CH3:16])([CH3:17])[C:13]2([F:14])[F:15])[cH:7]1)[C:29]([c:26]1[cH:25][cH:24][c:23]([C:22]([F:21])([F:32])[F:33])[cH:28][n:27]1)=[O:30]. The reactants are ClC1=CC=C(C2=CC=CC=C12)[N+](=O)[O-] (1-Chloro-4-nitronaphthalene), C(C)N (ethylamine). The product is N12CCCC2(CCC1)CCNC1=CC=C(C2=CC=CC=C12)[N+](=O)[O-] (1-[2-(1-Azabicyclo[3.3.0]octan-5-yl)ethylamino]-4-nitronaphthalene). The yield is 65.6%. Reaction SMILES: Cl[C:2]1[C:11]2[C:6](=[CH:7][CH:8]=[CH:9][CH:10]=2)[C:5]([N+:12]([O-:14])=[O:13])=[CH:4][CH:3]=1.[CH2:15]([NH2:17])[CH3:16]>>[N:17]12[CH2:8][CH2:9][CH2:10][C:11]1([CH2:6][CH2:5][NH:12][C:2]1[C:11]3[C:6](=[CH:7][CH:8]=[CH:9][CH:10]=3)[C:5]([N+:12]([O-:14])=[O:13])=[CH:4][CH:3]=1)[CH2:2][CH2:16][CH2:15]2. Procedure details: 1-Chloro-4-nitronaphthalene and 2-(1-azabicyclo-3.3.0]octan-5-yl)ethylamine were reacted in the same manner as in Example 1 to obtain the titled compound in a yield of 65.6%.